This data is from the Open Reaction Database (ORD), a public repository of structured organic reaction records. The task is: describe an organic reaction: reactants, conditions, products, and yield Reactants: COC1=CC=C(C=C1)C1=CC(=CC=C1)[N+](=O)[O-] (4-methoxy-3'-nitrobiphenyl), Br (hydrobromic acid). The solvent is C(C)(=O)O (acetic acid). Product: [N+](=O)([O-])C=1C=C(C=CC1)C1=CC=C(C=C1)O (3'-Nitrobiphenyl-4-ol). The yield is 94.1%. As a reaction SMILES: C[O:2][C:3]1[CH:8]=[CH:7][C:6]([C:9]2[CH:14]=[CH:13][CH:12]=[C:11]([N+:15]([O-:17])=[O:16])[CH:10]=2)=[CH:5][CH:4]=1.Br>C(O)(=O)C>[N+:15]([C:11]1[CH:10]=[C:9]([C:6]2[CH:7]=[CH:8][C:3]([OH:2])=[CH:4][CH:5]=2)[CH:14]=[CH:13][CH:12]=1)([O-:17])=[O:16]. Procedure: Solid 4-methoxy-3'-nitrobiphenyl (1.63 g) was dissolved in acetic acid (25 ml) and then concentrated hydrobromic acid (48%, 25 ml) was added (CAUTION). The mixture was heated at reflux for 2 hours and was then cooled. The reaction mixture was partitioned between ether and water. The organic layer was dried over anhydrous magnesium sulfate, the solution filtered and concentrated under reduced pressure. The residue was purified by column chromatography over silica eluting with hexane:ether (9:1) t... Reactants: BrC=1C=C(C=O)C=C(C1)OC (3-bromo-5-methoxybenzaldehyde), C(C)#N (acetonitrile). The product is BrC=1C=C(C=C(C1)OC)C(CC#N)O (3-(3-bromo-5-methoxyphenyl)-3-hydroxypropanenitrile). As a reaction SMILES: [Br:1][C:2]1[CH:3]=[C:4]([CH:7]=[C:8]([O:10][CH3:11])[CH:9]=1)[CH:5]=[O:6].[C:12](#[N:14])[CH3:13]>>[Br:1][C:2]1[CH:3]=[C:4]([CH:5]([OH:6])[CH2:13][C:12]#[N:14])[CH:7]=[C:8]([O:10][CH3:11])[CH:9]=1. Reported procedure: Alkylation of 3-bromo-5-methoxybenzaldehyde with acetonitrile following the method used in Example 115 gave 3-(3-bromo-5-methoxyphenyl)-3-hydroxypropanenitrile as a pale yellow oil. Yield (4.1 g, 70%): 1H NMR (400 MHz, DMSO-d6) δ 7.16-7.15 (m, 1H), 7.04-7.03 (m, 1H), 6.97-6.96 (m, 1H), 6.04 (d, J=4.8 Hz, 1H), 4.87-4.83 (m, 1H), 3.74 (s, 3H), 2.89 (ABd, J=16.4, 5.2 Hz, 1H), 2.81 (ABd, J=16.8, 6.8 Hz, 1H). Yield: 110.4%. Reaction conditions: temperature 0 celsius, time 2 hour. The reactants are C1=CC=C(C=C1)[C@H](C(=O)O)O (R-(-)-mandelic acid), O.ON1N=NC2=C1C=CC=C2 (1-hydroxybenzotriazole hydrate), CN1CCOCC1 (N-methylmorpholine), C(#N)C=1C=CC2=C(C(CC(O2)(C)C)NC(=O)NC2=CC=CC=C2)C1 (N-(6-Cyano-3,4-dihydro-2,2-dimethyl-2H-1-benzopyran-4yl)-N'-phenylurea), CN(CCCCCN=C=N)C (1-(3-dimethylaminopropyl)-2-ethylcarbodiimide), Cl (HCl). Reaction SMILES: [CH:1]1[CH:6]=[CH:5][C:4]([C@@H:7]([OH:11])[C:8]([OH:10])=O)=[CH:3][CH:2]=1.O.ON1C2C=CC=CC=2N=N1.CN1CCOCC1.[C:30]([C:32]1[CH:33]=[CH:34][C:35]2[O:40][C:39]([CH3:42])([CH3:41])[CH2:38][CH:37]([NH:43]C(NC3C=CC=CC=3)=O)[C:36]=2[CH:53]=1)#[N:31].CN(C)CCCCCN=C=N.Cl>>[C:30]([C:32]1[CH:33]=[CH:34][C:35]2[O:40][C:39]([CH3:42])([CH3:41])[CH2:38][CH:37]([NH:43][C:8](=[O:10])[CH:7]([OH:11])[C:4]3[CH:3]=[CH:2][CH:1]=[CH:6][CH:5]=3)[C:36]=2[CH:53]=1)#[N:31] |f:1.2|. Product: C(#N)C=1C=CC2=C(C(CC(O2)(C)C)NC(C(C2=CC=CC=C2)O)=O)C1 (N-(6 -Cyano-3,4-dihydro-2,2-dimethyl-2H-1-benzopyran-4-yl)-α-hydroxybenzeneacetamide). Reported procedure: To a solution of R-(-)-mandelic acid (22.1 g, 0.14 mole) and 1-hydroxybenzotriazole hydrate (19.6 g, 0.14 mole) cooled to 0° C. was added successively N-methylmorpholine (16.2 g, 0.16 mole), 4-amino-6-cyano-3,4-dihydro-2,2-dimethyl-2H-1-benzopyran (29.4 g, 0.14 mole, Example 8, part D) and 1-(3-dimethylaminopropyl)-2-ethylcarbodiimide.HCl (27.9 g, 0.14 mole). The reaction mixture was stirred 0.5 hours at 0° C. and two hours at room temperature. The solvent was recovered under vacuum and the resi... The reactants are hydrochloride salt, BrC1=CC=CC=2CC(OC21)CNC ((±)-[(7-bromo-2,3-dihydro-1-benzofuran-2-yl)methyl]methylamine), CC1=CC=C(C=C1)B(O)O (4-methylphenylboronic acid). Reaction SMILES: Br[C:2]1[C:10]2[O:9][CH:8]([CH2:11][NH:12][CH3:13])[CH2:7][C:6]=2[CH:5]=[CH:4][CH:3]=1.[CH3:14][C:15]1[CH:20]=[CH:19][C:18](B(O)O)=[CH:17][CH:16]=1>>[CH3:13][NH:12][CH2:11][CH:8]1[CH2:7][C:6]2[CH:5]=[CH:4][CH:3]=[C:2]([C:18]3[CH:19]=[CH:20][C:15]([CH3:14])=[CH:16][CH:17]=3)[C:10]=2[O:9]1. Reported procedure: The title compound was prepared (0.071 g, 34%) following the general procedure of Example 154 as a white solid, hydrochloride salt from (±)-[(7-bromo-2,3-dihydro-1-benzofuran-2-yl)methyl]methylamine (0.200 g, 0.826 mmol) and 4-methylphenylboronic acid (0.168 g, 1.24 mmol). mp 210-213° C. Product: CNCC1OC2=C(C1)C=CC=C2C2=CC=C(C=C2)C (N-methyl-1-[7-(4-methylphenyl)-2,3-dihydro-1-benzofuran-2-yl]methanamine).